This data is from the Open Reaction Database (ORD), a public repository of structured organic reaction records. The task is: describe an organic reaction: reactants, conditions, products, and yield Starting materials: BrC(C(=O)OC)CCCCCCC(=O)OC (dimethyl 2-bromononanedioate), C([O-])([O-])=O.[Na+].[Na+] (sodium carbonate), [Cl-].[Na+] (sodium chloride), Cl (hydrochloric acid). Run in O (water). Yields the product OC(C(=O)O)CCCCCCC(=O)O (2-Hydroxynonanedioic Acid). As a reaction SMILES: Br[CH:2]([CH2:7][CH2:8][CH2:9][CH2:10][CH2:11][CH2:12][C:13]([O:15]C)=[O:14])[C:3]([O:5]C)=[O:4].C(=O)([O-])[O-:18].[Na+].[Na+].Cl.[Cl-].[Na+]>O>[OH:18][CH:2]([CH2:7][CH2:8][CH2:9][CH2:10][CH2:11][CH2:12][C:13]([OH:15])=[O:14])[C:3]([OH:5])=[O:4] |f:1.2.3,5.6|. Reported procedure: A stirred mixture of 295 g. of dimethyl 2-bromononanedioate, [Acta. Chim. Acad. Sci. Hung., 46, 85 (1965)], 371 g. of anhydrous sodium carbonate, and 3 liters of water is heated at reflux for 22 hours. The solution which forms is cooled and acidified with 600 ml. of 12 N hydrochloric acid. The mixture is saturated with sodium chloride and extracted with ethyl acetate. The extract is washed with brine, dried over magnesium sulfate, and concentrated to give 184 g. of white solid, m.p. 86°-92° C. The reactants are CN(C)C=O, COc1cc(CCl)ccc1OCc1nc(-c2ccco2)oc1C, [H-], [Na+], O, CCOC(=O)c1cn(C)nc1O. Yields the product CCOC(=O)c1cn(C)nc1OCc1ccc(OCc2nc(-c3ccco3)oc2C)c(OC)c1. RXN SMILES: [CH3:36][N:37]([CH3:38])[CH:39]=[O:40].[Cl:1][CH2:2][c:3]1[cH:4][c:5]([O:22][CH3:23])[c:6]([O:7][CH2:8][c:9]2[n:10][c:11](-[c:15]3[o:16][cH:17][cH:18][cH:19]3)[o:12][c:13]2[CH3:14])[cH:20][cH:21]1.[H-:41].[Na+:42].[OH2:43].[OH:24][c:25]1[n:26][n:27]([CH3:35])[cH:28][c:29]1[C:30](=[O:31])[O:32][CH2:33][CH3:34]>>[CH2:2]([c:3]1[cH:4][c:5]([O:22][CH3:23])[c:6]([O:7][CH2:8][c:9]2[n:10][c:11](-[c:15]3[o:16][cH:17][cH:18][cH:19]3)[o:12][c:13]2[CH3:14])[cH:20][cH:21]1)[O:24][c:25]1[n:26][n:27]([CH3:35])[cH:28][c:29]1[C:30](=[O:31])[O:32][CH2:33][CH3:34]. Reactants: Cc1cc(F)c(F)c(OB(O)O)c1, [Na+], O=S([O-])O, OO. Yields the product Cc1cc(O)c(F)c(F)c1. Reaction SMILES: [F:3][c:4]1[c:5]([O:12][B:13]([OH:14])[OH:15])[cH:6][c:7]([CH3:11])[cH:8][c:9]1[F:10].[Na+:16].[OH:17][S:18](=[O:19])[O-:20].[OH:1][OH:2]>>[F:3][c:4]1[c:5]([OH:12])[cH:6][c:7]([CH3:11])[cH:8][c:9]1[F:10]. The reactants are C(C)(=O)O[BH-](OC(C)=O)OC(C)=O (triacetoxyborohydride), C=O (formaldehyde), O (water), [OH-].[Na+] (sodium hydroxide), C1(=CC=CC2=CC=CC=C12)S(=O)(=O)C1=NNC2=CC=C(C=C12)OC1CCNCC1 (3-(1-naphthylsulfonyl)-5-(piperidin-4-yloxy)-1H-indazole). Run in C(Cl)(Cl)Cl (chloroform), C(C)#N (acetonitrile). Conditions: time 2.5 hour. The product is CN1CCC(CC1)OC=1C=C2C(=NNC2=CC1)S(=O)(=O)C1=CC=CC2=CC=CC=C12 (5-(1-methylpiperidin-4-yloxy)-3-(1-naphthylsulfonyl)-1H-indazole). Isolated yield 101.4%. RXN SMILES: [C:1]1([S:11]([C:14]2[C:22]3[C:17](=[CH:18][CH:19]=[C:20]([O:23][CH:24]4[CH2:29][CH2:28][NH:27][CH2:26][CH2:25]4)[CH:21]=3)[NH:16][N:15]=2)(=[O:13])=[O:12])[C:10]2[C:5](=[CH:6][CH:7]=[CH:8][CH:9]=2)[CH:4]=[CH:3][CH:2]=1.[C:30](O[BH-](OC(=O)C)OC(=O)C)(=O)C.C=O.O.[OH-].[Na+]>C(#N)C.C(Cl)(Cl)Cl>[CH3:30][N:27]1[CH2:28][CH2:29][CH:24]([O:23][C:20]2[CH:21]=[C:22]3[C:17](=[CH:18][CH:19]=2)[NH:16][N:15]=[C:14]3[S:11]([C:1]2[C:10]3[C:5](=[CH:6][CH:7]=[CH:8][CH:9]=3)[CH:4]=[CH:3][CH:2]=2)(=[O:12])=[O:13])[CH2:25][CH2:26]1 |f:4.5|. Procedure: A suspension of 3-(1-naphthylsulfonyl)-5-(piperidin-4-yloxy)-1H-indazole (57.7 mg, 0.142 mmol) in acetonitrile was treated in three portions with odium triacetoxyborohydride (54 mg, 0.26 mmol) and 37% formaldehyde in water (0.1 mL, 1.3 mmol), stirred at ambient temperatures for 2.5 hours and poured into excess chloroform and 1.0 N sodium hydroxide. The phases were separated. The organic phase was washed with brine, dried over anhydrous magnesium sulfate and concentrated in vacuo. The resultant r... Reactants: C[Si](C)(C)CCOCn1ccc2nc(-c3cccnc3NC3CCN(C(=O)OCc4ccccc4)C3)cnc21, CCO. Yields the product C[Si](C)(C)CCOCn1ccc2nc(-c3cccnc3NC3CCNC3)cnc21. RXN SMILES: [CH2:1]([O:2][C:3](=[O:4])[N:11]1[CH2:12][CH:13]([NH:16][c:17]2[n:18][cH:19][cH:20][cH:21][c:22]2-[c:23]2[n:24][c:25]3[c:26]([n:27][cH:28]2)[n:29]([CH2:32][O:33][CH2:34][CH2:35][Si:36]([CH3:37])([CH3:38])[CH3:39])[cH:30][cH:31]3)[CH2:14][CH2:15]1)[c:5]1[cH:6][cH:7][cH:8][cH:9][cH:10]1.[CH3:40][CH2:41][OH:42]>>[NH:11]1[CH2:12][CH:13]([NH:16][c:17]2[n:18][cH:19][cH:20][cH:21][c:22]2-[c:23]2[n:24][c:25]3[c:26]([n:27][cH:28]2)[n:29]([CH2:32][O:33][CH2:34][CH2:35][Si:36]([CH3:37])([CH3:38])[CH3:39])[cH:30][cH:31]3)[CH2:14][CH2:15]1.